Task: describe an organic reaction: reactants, conditions, products, and yield. Dataset: the Open Reaction Database (ORD), a public repository of structured organic reaction records The reactants are O(S(=O)(=O)C(F)(F)F)C1=C(C=2CCCCC2C=C1)[N+](=O)[O-] (1-Nitro-5,6,7,8-tetrahydronaphthalen-2-yl triflate), NC1=C2C=CN(C2=CC=C1)COCC[Si](C)(C)C (4-amino-1-[2-(trimethylsilyl)ethoxymethyl]-1H-indole). Product: [N+](=O)([O-])C1=C(C=CC=2CCCCC12)NC1=C2C=CN(C2=CC=C1)COCC[Si](C)(C)C (1-Nitro-2-[1-[2-(trimethylsilyl)ethoxymethyl]-1H-indol-4-yl]amino-5,6,7,8-tetrahydronaphthalene). RXN SMILES: O([C:9]1[CH:18]=[CH:17][C:16]2[CH2:15][CH2:14][CH2:13][CH2:12][C:11]=2[C:10]=1[N+:19]([O-:21])=[O:20])S(C(F)(F)F)(=O)=O.[NH2:22][C:23]1[CH:31]=[CH:30][CH:29]=[C:28]2[C:24]=1[CH:25]=[CH:26][N:27]2[CH2:32][O:33][CH2:34][CH2:35][Si:36]([CH3:39])([CH3:38])[CH3:37]>>[N+:19]([C:10]1[C:11]2[CH2:12][CH2:13][CH2:14][CH2:15][C:16]=2[CH:17]=[CH:18][C:9]=1[NH:22][C:23]1[CH:31]=[CH:30][CH:29]=[C:28]2[C:24]=1[CH:25]=[CH:26][N:27]2[CH2:32][O:33][CH2:34][CH2:35][Si:36]([CH3:39])([CH3:38])[CH3:37])([O-:21])=[O:20]. Procedure details: 1-Nitro-5,6,7,8-tetrahydronaphthalen-2-yl triflate and 4-amino-1-[2-(trimethylsilyl)ethoxymethyl]-1H-indole were used in a process similar to Example 1(1) to give the titled compound. Yield: 10.0%. Product: C(C)C1=C(OC[C@H](CNC(CO)=O)O)C(=CC(=C1)C1=NOC(=N1)C1=NC(=CC(=C1)C)CC(C)C)C (N—((S)-3-{2-Ethyl-4-[5-(6-isobutyl-4-methyl-pyridin-2-yl)-[1,2,4]oxadiazol-3-yl]-6-methyl-phenoxy}-2-hydroxy-propyl)-2-hydroxy-acetamide). Reactants: C(C)C1=C(OC[C@H](CNC(CO)=O)O)C(=CC(=C1)C(NO)=N)C (N—((S)-3-[2-ethyl-4-(N-hydroxycarbamimidoyl)-6-methyl-phenoxy]-2-hydroxy-propyl)-2-hydroxy-acet-amide), C(C(C)C)C1=CC(=CC(=N1)C(=O)O)C (6-isobutyl-4-methyl-pyridine-2-carboxylic acid), CCN(C(C)C)C(C)C (DIPEA), CN(C)C(=[N+](C)C)ON1C2=C(C=CC=C2)N=N1.[B-](F)(F)(F)F (TBTU). Reaction conditions: time 1 hour. Reported procedure: To a solution of 6-isobutyl-4-methyl-pyridine-2-carboxylic acid (100 mg, 0.435 mmol) and DIPEA (169 mg, 1.31 mmol) in DMF (5 mL), TBTU (210 mg, 0.653 mmol) is added at 0° C. The mixture is stirred for 15 min at 0° C. before N—((S)-3-[2-ethyl-4-(N-hydroxycarbamimidoyl)-6-methyl-phenoxy]-2-hydroxy-propyl)-2-hydroxy-acet-amide (170 mg, 0.522 mmol) is added. Stirring is continued at 0° C. for 1 h. The reaction is quenched by adding water. The mixture is diluted with sat. aq. NaHCO3-solution and extr... Solvent: CN(C)C=O (DMF), O1CCOCC1 (dioxane). As a reaction SMILES: [CH2:1]([C:5]1[N:10]=[C:9]([C:11]([OH:13])=O)[CH:8]=[C:7]([CH3:14])[CH:6]=1)[CH:2]([CH3:4])[CH3:3].CCN(C(C)C)C(C)C.CN(C(ON1N=NC2C=CC=CC1=2)=[N+](C)C)C.[B-](F)(F)(F)F.[CH2:46]([C:48]1[CH:63]=[C:62]([C:64](=[NH:67])[NH:65]O)[CH:61]=[C:60]([CH3:68])[C:49]=1[O:50][CH2:51][C@@H:52]([OH:59])[CH2:53][NH:54][C:55](=[O:58])[CH2:56][OH:57])[CH3:47]>CN(C=O)C.O1CCOCC1>[CH2:46]([C:48]1[CH:63]=[C:62]([C:64]2[N:67]=[C:11]([C:9]3[CH:8]=[C:7]([CH3:14])[CH:6]=[C:5]([CH2:1][CH:2]([CH3:3])[CH3:4])[N:10]=3)[O:13][N:65]=2)[CH:61]=[C:60]([CH3:68])[C:49]=1[O:50][CH2:51][C@@H:52]([OH:59])[CH2:53][NH:54][C:55](=[O:58])[CH2:56][OH:57])[CH3:47] |f:2.3|.